Dataset: the Open Reaction Database (ORD), a public repository of structured organic reaction records. Task: describe an organic reaction: reactants, conditions, products, and yield The reactants are C(C)(C)(C)[Si](OC1CCCC2=C1C=CO2)(C)C (t-butyl(dimethyl)(4,5,6,7-tetrahydro-1-benzofuran-4-yloxy)silane), CN(C=O)C (N,N-dimethylformamide), C(CCC)[Li] (n-butyllithium), solution, Example 7 ( 7a ), [Cl-].[NH4+] (ammonium chloride). The solvent is O (water), CCCCCC (hexane), O1CCCC1 (tetrahydrofuran). Reaction conditions: temperature 0 celsius. The product is [Si](C)(C)(C(C)(C)C)OC1CCCC2=C1C=C(O2)C=O (4-{[t-Butyl(dimethyl)silyl]oxy}-4,5,6,7-tetrahydro-1-benzofuran-2-carboxaldehyde). Yield: 94.0%. RXN SMILES: [C:1]([Si:5]([CH3:17])([CH3:16])[O:6][CH:7]1[C:12]2[CH:13]=[CH:14][O:15][C:11]=2[CH2:10][CH2:9][CH2:8]1)([CH3:4])([CH3:3])[CH3:2].C([Li])CCC.CN(C)[CH:25]=[O:26].[Cl-].[NH4+]>O1CCCC1.CCCCCC.O>[Si:5]([O:6][CH:7]1[C:12]2[CH:13]=[C:14]([CH:25]=[O:26])[O:15][C:11]=2[CH2:10][CH2:9][CH2:8]1)([C:1]([CH3:4])([CH3:3])[CH3:2])([CH3:17])[CH3:16] |f:3.4|. Procedure details: To a solution of t-butyl(dimethyl)(4,5,6,7-tetrahydro-1-benzofuran-4-yloxy)silane (4.1 g, 16 mmol) that was obtained in Example 7 (7a) in tetrahydrofuran (30 ml) was slowly added dropwise n-butyllithium (a 1.6 M solution in hexane, 31 ml, 49 mmol) at −78° C. with stirring, and after raising the reaction temperature to 0° C., the resulting mixture was stirred for 30 minutes. After cooling again the reaction mixture to −78° C. while stirring, N,N-dimethylformamide (13 ml, 162 mmol) was added to th... The reactants are C(C)(=O)NNC1=NC(=NC=C1)C1=CC(=CC=C1)C(F)(F)F (1-acetyl-2-[2-(3-trifluoromethylphenyl)pyrimidin-4-yl]hydrazine), P(=O)(Cl)(Cl)Cl (phosphorus oxychloride), C([O-])(O)=O.[Na+] (sodium bicarbonate). Yields the product FC(C1=CC(=CC=C1)C(=O)NC=CC1=NNC(=N1)C)(F)F (α,α,α-Trifluoro-N-[2-(5-methyl-1,2,4-triazol-3-yl)ethenyl]-m-toluamide). RXN SMILES: [C:1]([NH:4][NH:5][C:6]1[CH:11]=[CH:10][N:9]=[C:8]([C:12]2[CH:17]=[CH:16][CH:15]=[C:14]([C:18]([F:21])([F:20])[F:19])[CH:13]=2)[N:7]=1)(=O)[CH3:2].P(Cl)(Cl)(Cl)=[O:23].C(=O)(O)[O-].[Na+]>>[F:19][C:18]([F:21])([F:20])[C:14]1[CH:15]=[CH:16][CH:17]=[C:12]([C:8]([NH:9][CH:10]=[CH:11][C:6]2[N:7]=[C:1]([CH3:2])[NH:4][N:5]=2)=[O:23])[CH:13]=1 |f:2.3|. Procedure details: A mixture of 1-acetyl-2-[2-(3-trifluoromethylphenyl)pyrimidin-4-yl]hydrazine and 15 ml. of phosphorus oxychloride is heated at the reflux temperature for about 20 hours. The cooled reaction mixture is poured over ice, the aqueous mixture neutralized with saturated sodium bicarbonate solution and the product collected. It is then taken up in ether, the ether dried and then evaporated to a solid residue. This residue is triturated with hexane and the precipitate collected. Recrystallization from c...